From a dataset of the Open Reaction Database (ORD), a public repository of structured organic reaction records. describe an organic reaction: reactants, conditions, products, and yield Starting materials: C(C)N(C1=CC=C(C=O)C=C1)CC (p-diethylaminobenzaldehyde), C1(CCCCC1)=O (cyclohexanone), ethanolic solution, [O-]CC.[Na+] (sodium ethoxide). The solvent is C(C)O (ethanol). Product: C(C)N(C1=CC=C(C=C2C(C(CCC2)=CC2=CC=C(C=C2)N(CC)CC)=O)C=C1)CC (2,6-bis(4'-diethylaminobenzal)cyclohexanone). Reaction SMILES: [CH2:1]([N:3]([CH2:12][CH3:13])[C:4]1[CH:11]=[CH:10][C:7]([CH:8]=O)=[CH:6][CH:5]=1)[CH3:2].[C:14]1(=[O:20])[CH2:19][CH2:18][CH2:17][CH2:16][CH2:15]1.[O-][CH2:22][CH3:23].[Na+]>C(O)C>[CH2:1]([N:3]([CH2:12][CH3:13])[C:4]1[CH:11]=[CH:10][C:7]([CH:8]=[C:15]2[CH2:16][CH2:17][CH2:18][C:19](=[CH:8][C:7]3[CH:10]=[CH:11][C:4]([N:3]([CH2:22][CH3:23])[CH2:1][CH3:2])=[CH:5][CH:6]=3)[C:14]2=[O:20])=[CH:6][CH:5]=1)[CH3:2] |f:2.3|. Procedure details: In 25 ml of anhydrous ethanol were dissolved 17.7 g of p-diethylaminobenzaldehyde and 4.9 g of cyclohexanone, and 10 ml of 10% ethanolic solution of sodium ethoxide was added dropwise to the resulting solution, and the resulting mixture was subjected to reaction under reflux for 12 hours. The reaction mixture thus obtained was cooled, and the crystals thus precipitated were collected by filtration and recrystallized from toluene, to obtain 12.8 g of 2,6-bis(4'-diethylaminobenzal)cyclohexanone (m... Starting materials: C(C1=CC=CC=C1)OC(=O)N1CCC(CC1)(C(F)(F)F)O (4-hydroxy-4-trifluoromethyl-piperidine-1-carboxylic acid benzyl ester). The reagents and catalysts are [Pd] (Palladium on carbon). The solvent is CCO (EtOH). Run at time 8 hour. The product is FC(C1(CCNCC1)O)(F)F (4-trifluoromethyl-piperidin-4-ol). The yield is 96.3%. Reaction SMILES: C(OC([N:11]1[CH2:16][CH2:15][C:14]([OH:21])([C:17]([F:20])([F:19])[F:18])[CH2:13][CH2:12]1)=O)C1C=CC=CC=1>CCO.[Pd]>[F:20][C:17]([F:18])([F:19])[C:14]1([OH:21])[CH2:13][CH2:12][NH:11][CH2:16][CH2:15]1. Procedure details: In a round-bottomed flask, 4-hydroxy-4-trifluoromethyl-piperidine-1-carboxylic acid benzyl ester (0.82 g, 2.7 mmol) was dissolved in EtOH (5 mL). 10% Palladium on carbon (Degussa type, 82 mg) was added and the flask was evacuated, flushed with argon, evacuated and flushed with hydrogen. The reaction mixture was stirred under hydrogen atmosphere (balloon) at room temperature overnight then filtered over Celite and rinsed with MeOH. The filtrate was concentrated to afford 0.44 g (97%) of 4-trifluo... Reaction SMILES: Br[C:2]1[CH:3]=[C:4]([CH:9]=[CH:10][C:11]=1[OH:12])[C:5]([O:7][CH3:8])=[O:6].[Cu][C:14]#[N:15].CN1C(=O)CCC1>C(OCC)(=O)C>[C:14]([C:2]1[CH:3]=[C:4]([CH:9]=[CH:10][C:11]=1[OH:12])[C:5]([O:7][CH3:8])=[O:6])#[N:15]. The solvent is C(C)(=O)OCC (ethyl acetate). Reported procedure: To a mixture of methyl 3-bromo-4-hydroxybenzoate (1.78 g, 7.70 mmol) and copper(I) cyanide (0.897 g, 10.02 mmol) was added NMP (10 mL). The mixture was heated to 200° C. for 2 h under microwave irradiation. The mixture was diluted with ethyl acetate and quenched with 1 N aqueous HCl solution. After the addition of brine, the organic layer was separated and the aqueous layer was extracted with ethyl acetate. The combined organic layers were dried over anhydrous sodium sulfate, concentrated under ... Isolated yield 46.2%. The product is C(#N)C=1C=C(C(=O)OC)C=CC1O (Methyl 3-cyano-4-hydroxybenzoate). Conditions: temperature 200 celsius. Starting materials: BrC=1C=C(C(=O)OC)C=CC1O (methyl 3-bromo-4-hydroxybenzoate), [Cu]C#N (copper(I) cyanide), CN1CCCC1=O (NMP). Reactants: FC(F)(F)c1cc(Nc2ccccn2)ccn1, O=C(Cl)C1(c2ccc3c(c2)OCO3)CC1, c1ccncc1. Yields the product O=C(N(c1ccnc(C(F)(F)F)c1)c1ccccn1)C1(c2ccc3c(c2)OCO3)CC1. Reaction SMILES: [F:16][C:17]([c:18]1[n:19][cH:20][cH:21][c:22]([NH:24][c:25]2[n:26][cH:27][cH:28][cH:29][cH:30]2)[cH:23]1)([F:31])[F:32].[O:1]1[CH2:2][O:3][c:4]2[c:5]1[cH:6][cH:7][c:8]([C:10]1([C:13](=[O:14])[Cl:15])[CH2:11][CH2:12]1)[cH:9]2.[cH:33]1[cH:34][cH:35][n:36][cH:37][cH:38]1>>[O:1]1[CH2:2][O:3][c:4]2[c:5]1[cH:6][cH:7][c:8]([C:10]1([C:13](=[O:14])[N:24]([c:22]3[cH:21][cH:20][n:19][c:18]([C:17]([F:16])([F:31])[F:32])[cH:23]3)[c:25]3[n:26][cH:27][cH:28][cH:29][cH:30]3)[CH2:11][CH2:12]1)[cH:9]2. Starting materials: CCCCCCCCCCOCC(O)CN1CCc2ccccc2C1, O=S(=O)(O)Cl. Product: CCCCCCCCCCOCC(CN1CCc2ccccc2C1)OS(=O)(=O)O. As a reaction SMILES: [CH2:6]([CH2:7][CH2:8][CH2:9][CH2:10][CH2:11][CH2:12][CH2:13][CH2:14][CH3:15])[O:16][CH2:17][CH:18]([CH2:19][N:20]1[CH2:21][c:22]2[cH:23][cH:24][cH:25][cH:26][c:27]2[CH2:28][CH2:29]1)[OH:30].[Cl:1][S:2](=[O:3])(=[O:4])[OH:5]>>[S:2](=[O:3])(=[O:4])([OH:5])[O:30][CH:18]([CH2:17][O:16][CH2:6][CH2:7][CH2:8][CH2:9][CH2:10][CH2:11][CH2:12][CH2:13][CH2:14][CH3:15])[CH2:19][N:20]1[CH2:21][c:22]2[cH:23][cH:24][cH:25][cH:26][c:27]2[CH2:28][CH2:29]1. Reactants: C(C1=CC=C(C=C1)OC)(=O)Cl (anisic acid chloride), C(C)(C)NC(CN1CCNCC1)=O (piperazinoacetic acid isopropylamide). The solvent is C(Cl)Cl (methylene chloride), C(Cl)Cl (methylene chloride). Run at time 4 hour. Product: Cl.C(C)(C)NC(CN1CCN(CC1)C(C1=CC=C(C=C1)OC)=O)=O (4-(4-Methoxybenzoyl)-piperazin-1-yl-acetic acid isopropylamide hydrochloride). As a reaction SMILES: [C:1]([Cl:11])(=[O:10])[C:2]1[CH:7]=[CH:6][C:5]([O:8][CH3:9])=[CH:4][CH:3]=1.[CH:12]([NH:15][C:16](=[O:24])[CH2:17][N:18]1[CH2:23][CH2:22][NH:21][CH2:20][CH2:19]1)([CH3:14])[CH3:13]>C(Cl)Cl>[ClH:11].[CH:12]([NH:15][C:16](=[O:24])[CH2:17][N:18]1[CH2:23][CH2:22][N:21]([C:1](=[O:10])[C:2]2[CH:7]=[CH:6][C:5]([O:8][CH3:9])=[CH:4][CH:3]=2)[CH2:20][CH2:19]1)([CH3:14])[CH3:13] |f:3.4|. Procedure: A solution of 4.6 g of anisic acid chloride in 20 ml of methylene chloride is added dropwise to 5 g of piperazinoacetic acid isopropylamide in 20 ml of methylene chloride at 0° C. The mixture is then stirred at room temperature for 4 hours and subsequently concentrated. The residue is recrystallised from isopropanol.